Dataset: the Open Reaction Database (ORD), a public repository of structured organic reaction records. Task: describe an organic reaction: reactants, conditions, products, and yield Starting materials: CCO, CSC1=NCCCCN1, I, I, NN, O. The product is NNC1=NCCCCN1, I. Reaction SMILES: [CH3:15][CH2:16][OH:17].[CH3:2][S:3][C:4]1=[N:10][CH2:9][CH2:8][CH2:7][CH2:6][NH:5]1.[IH:14].[IH:1].[NH2:12][NH2:13].[OH2:11]>>[C:4]1([NH:12][NH2:13])=[N:10][CH2:9][CH2:8][CH2:7][CH2:6][NH:5]1.[IH:1]. Reactants: CC(=O)Oc1c(C)c(C)c2c(c1C)CCC(C)(COc1ccc(N)cc1)O2, C=C(C)C(=O)OCC, CC(C)=O, Cl, O=N[O-], [Na+], O. Yields the product CCOC(=O)C(C)(Cl)Cc1ccc(OCC2(C)CCc3c(C)c(OC(C)=O)c(C)c(C)c3O2)cc1. RXN SMILES: [C:1]([CH3:2])(=[O:3])[O:4][c:5]1[c:6]([CH3:27])[c:7]2[c:12]([c:13]([CH3:16])[c:14]1[CH3:15])[O:11][C:10]([CH3:17])([CH2:18][O:19][c:20]1[cH:21][cH:22][c:23]([NH2:26])[cH:24][cH:25]1)[CH2:9][CH2:8]2.[C:33]([C:34](=[CH2:35])[CH3:36])(=[O:37])[O:38][CH2:39][CH3:40].[CH3:42][C:43](=[O:44])[CH3:45].[ClH:28].[N:29]([O-:30])=[O:31].[Na+:32].[OH2:41]>>[C:1]([CH3:2])(=[O:3])[O:4][c:5]1[c:6]([CH3:27])[c:7]2[c:12]([c:13]([CH3:16])[c:14]1[CH3:15])[O:11][C:10]([CH3:17])([CH2:18][O:19][c:20]1[cH:21][cH:22][c:23]([CH2:35][C:34]([Cl:28])([C:33](=[O:37])[O:38][CH2:39][CH3:40])[CH3:36])[cH:24][cH:25]1)[CH2:9][CH2:8]2. Product: CCOc1nc(C)c(C(=O)NCCCc2ccccc2)c(-c2cc(Cl)cc(Cl)c2)n1. Reaction SMILES: [CH3:33][CH2:34][O-:35].[Cl:1][c:2]1[cH:3][c:4](-[c:9]2[n:10][c:11]([S:28]([CH3:29])(=[O:30])=[O:31])[n:12][c:13]([CH3:27])[c:14]2[C:15](=[O:16])[NH:17][CH2:18][CH2:19][CH2:20][c:21]2[cH:22][cH:23][cH:24][cH:25][cH:26]2)[cH:5][c:6]([Cl:8])[cH:7]1.[Na+:32].[O:36]=[CH:37][N:38]([CH3:39])[CH3:40]>>[Cl:1][c:2]1[cH:3][c:4](-[c:9]2[n:10][c:11]([O:35][CH2:34][CH3:33])[n:12][c:13]([CH3:27])[c:14]2[C:15](=[O:16])[NH:17][CH2:18][CH2:19][CH2:20][c:21]2[cH:22][cH:23][cH:24][cH:25][cH:26]2)[cH:5][c:6]([Cl:8])[cH:7]1. Starting materials: CC[O-], Cc1nc(S(C)(=O)=O)nc(-c2cc(Cl)cc(Cl)c2)c1C(=O)NCCCc1ccccc1, [Na+], CN(C)C=O. Starting materials: CCN=C=NCCCN(C)C, CCN(C(C)C)C(C)C, Cl, Fc1ccc(F)c(OC2CCNC2)c1, CN(C)C=O, On1nnc2ccccc21, O=C(O)CNC(=O)c1cc(-c2ccccc2)on1. Product: O=C(NCC(=O)N1CCC(Oc2cc(F)ccc2F)C1)c1cc(-c2ccccc2)on1. Reaction SMILES: [CH3:20][CH2:21][N:22]=[C:23]=[N:24][CH2:25][CH2:26][CH2:27][N:28]([CH3:29])[CH3:30].[CH:1]([N:2]([CH2:3][CH3:4])[CH:5]([CH3:6])[CH3:7])([CH3:8])[CH3:9].[ClH:49].[F:50][c:51]1[c:52]([O:53][CH:54]2[CH2:55][NH:56][CH2:57][CH2:58]2)[cH:59][c:60]([F:63])[cH:61][cH:62]1.[O:64]=[CH:65][N:66]([CH3:67])[CH3:68].[OH:10][n:11]1[c:12]2[c:13]([cH:14][cH:15][cH:16][cH:17]2)[n:18][n:19]1.[c:31]1(-[c:37]2[cH:38][c:39]([C:42](=[O:43])[NH:44][CH2:45][C:46](=[O:47])[OH:48])[n:40][o:41]2)[cH:32][cH:33][cH:34][cH:35][cH:36]1>>[c:31]1(-[c:37]2[cH:38][c:39]([C:42](=[O:43])[NH:44][CH2:45][C:46](=[O:48])[N:56]3[CH2:55][CH:54]([O:53][c:52]4[c:51]([F:50])[cH:62][cH:61][c:60]([F:63])[cH:59]4)[CH2:58][CH2:57]3)[n:40][o:41]2)[cH:32][cH:33][cH:34][cH:35][cH:36]1. Reported procedure: A mixture of intermediate (9) (0.0658 mol) in NH3/CH3OH 7N (60 ml) was stirred at 120° C. for 12 hours in an autoclave. The solvent was evaporated till dryness. The residue was taken up in 2-propanone. The precipitate was filtered off and dried, yielding 8.6 g 5,6,7,8-tetrahydro-3-nitro-2-quinolinamine (intermediate 10). d) A mixture of intermediate (10) (0.031 mol) in methanol (100 ml) was hydrogenated at room temperature under a 3.105 Pa (3 bar) pressure for 30 minutes in a Parr apparatus. Aft... Conditions: temperature 120 celsius, time 12 hour. Yields the product [N+](=O)([O-])C=1C(=NC=2CCCCC2C1)N (5,6,7,8-tetrahydro-3-nitro-2-quinolinamine). Reaction SMILES: Cl[C:2]1[C:11]([N+:12]([O-:14])=[O:13])=[CH:10][C:9]2[CH2:8][CH2:7][CH2:6][CH2:5][C:4]=2[N:3]=1.[NH3:15].CO>>[N+:12]([C:11]1[C:2]([NH2:15])=[N:3][C:4]2[CH2:5][CH2:6][CH2:7][CH2:8][C:9]=2[CH:10]=1)([O-:14])=[O:13] |f:1.2|. Starting materials: ClC1=NC=2CCCCC2C=C1[N+](=O)[O-] (2-chloro-5,6,7,8-tetrahydro-3-nitroquinoline), N.CO (NH3 CH3OH). Reactants: C1CCOC1, Oc1ccc(Cl)c(Cl)c1, ClC(Cl)Cl, N, CCOC(=O)N=NC(=O)OCC, CC(C)C(=O)Nc1cccc(C2CCN(CCC(O)c3ccccc3)CC2)c1, c1ccc(P(c2ccccc2)c2ccccc2)cc1. As a reaction SMILES: [CH2:70]1[O:71][CH2:72][CH2:73][CH2:74]1.[Cl:29][c:30]1[cH:31][c:32]([OH:37])[cH:33][cH:34][c:35]1[Cl:36].[Cl:75][CH:76]([Cl:77])[Cl:78].[NH3:69].[O:57]=[C:58]([O:59][CH2:60][CH3:61])[N:62]=[N:63][C:64]([O:65][CH2:66][CH3:67])=[O:68].[OH:1][CH:2]([CH2:3][CH2:4][N:5]1[CH2:6][CH2:7][CH:8]([c:11]2[cH:12][c:13]([NH:17][C:18]([CH:19]([CH3:20])[CH3:21])=[O:22])[cH:14][cH:15][cH:16]2)[CH2:9][CH2:10]1)[c:23]1[cH:24][cH:25][cH:26][cH:27][cH:28]1.[c:38]1([P:39]([c:40]2[cH:41][cH:42][cH:43][cH:44][cH:45]2)[c:46]2[cH:47][cH:48][cH:49][cH:50][cH:51]2)[cH:52][cH:53][cH:54][cH:55][cH:56]1>>[O:1]([CH:2]([CH2:3][CH2:4][N:5]1[CH2:6][CH2:7][CH:8]([c:11]2[cH:12][c:13]([NH:17][C:18]([CH:19]([CH3:20])[CH3:21])=[O:22])[cH:14][cH:15][cH:16]2)[CH2:9][CH2:10]1)[c:23]1[cH:24][cH:25][cH:26][cH:27][cH:28]1)[c:32]1[cH:31][c:30]([Cl:29])[c:35]([Cl:36])[cH:34][cH:33]1. The product is CC(C)C(=O)Nc1cccc(C2CCN(CCC(Oc3ccc(Cl)c(Cl)c3)c3ccccc3)CC2)c1.